From a dataset of the Open Reaction Database (ORD), a public repository of structured organic reaction records. describe an organic reaction: reactants, conditions, products, and yield The reactants are CC(C)Oc1nc2cc(OC(C)(C)C)cc(C(O)COS(C)(=O)=O)c2s1, Cc1ccccc1, CN(C)c1ccc(CC(C)(C)N)cc1. The product is CC(C)Oc1nc2cc(OC(C)(C)C)cc(C(O)CNC(C)(C)Cc3ccc(N(C)C)cc3)c2s1. As a reaction SMILES: [C:15]([CH3:16])([CH3:17])([CH3:18])[O:19][c:20]1[cH:21][c:22]([CH:33]([CH2:34][O:35][S:36]([CH3:37])(=[O:38])=[O:39])[OH:40])[c:23]2[c:24]([n:25][c:26]([O:28][CH:29]([CH3:30])[CH3:31])[s:27]2)[cH:32]1.[CH3:41][c:42]1[cH:43][cH:44][cH:45][cH:46][cH:47]1.[NH2:1][C:2]([CH2:3][c:4]1[cH:5][cH:6][c:7]([N:10]([CH3:11])[CH3:12])[cH:8][cH:9]1)([CH3:13])[CH3:14]>>[NH:1]([C:2]([CH2:3][c:4]1[cH:5][cH:6][c:7]([N:10]([CH3:11])[CH3:12])[cH:8][cH:9]1)([CH3:13])[CH3:14])[CH2:34][CH:33]([c:22]1[cH:21][c:20]([O:19][C:15]([CH3:16])([CH3:17])[CH3:18])[cH:32][c:24]2[c:23]1[s:27][c:26]([O:28][CH:29]([CH3:30])[CH3:31])[n:25]2)[OH:40]. Starting materials: ClCC1C(C1C(=O)OCC)(C)C1=CC(=CC=C1)C#N (ethyl 3-(chloromethyl)-2-(3-cyanophenyl)-2-methylcyclopropane-carboxylate), C(O)([O-])=O.[Na+] (sodium hydrogen carbonate), C(CCCCC)N (hexylamine). Run in CN(C=O)C (N,N-dimethylformamide). The product is C(CCCCC)N1C(C2C(C2C1)(C)C=1C=C(C#N)C=CC1)=O (3-(3-Hexyl-6-methyl-2-oxo-3-azabicyclo[3.1.0]hex-6-yl)benzonitrile). The yield is 35.2%. RXN SMILES: Cl[CH2:2][CH:3]1[CH:5]([C:6]([O:8]CC)=O)[C:4]1([C:12]1[CH:17]=[CH:16][CH:15]=[C:14]([C:18]#[N:19])[CH:13]=1)[CH3:11].C(=O)([O-])O.[Na+].[CH2:25]([NH2:31])[CH2:26][CH2:27][CH2:28][CH2:29][CH3:30]>CN(C)C=O>[CH2:25]([N:31]1[CH2:2][CH:3]2[CH:5]([C:4]2([C:12]2[CH:13]=[C:14]([CH:15]=[CH:16][CH:17]=2)[C:18]#[N:19])[CH3:11])[C:6]1=[O:8])[CH2:26][CH2:27][CH2:28][CH2:29][CH3:30] |f:1.2|. Procedure: To a solution of ethyl 3-(chloromethyl)-2-(3-cyanophenyl)-2-methylcyclopropane-carboxylate (Preparation 35, 5.82 g, 21.1 mmol) in N,N-dimethylformamide (20 ml) at room temperature was added sodium hydrogen carbonate (1.77 g, 21.1 mmol) followed by hexylamine (16.7 ml, 0.13 mol). The mixture was then heated under reflux for 16 h, cooled to room temperature and poured onto ice. After warming to room temperature, the mixture was partitioned against diethyl ether (50 ml). The two layers were separat...